Dataset: the Open Reaction Database (ORD), a public repository of structured organic reaction records. Task: describe an organic reaction: reactants, conditions, products, and yield Reactants: CSP1(=S)SP(=S)(SC)S1, Cc1ccccc1, COC(=O)CN1C(=O)C(C(C)C)Oc2c(C(C)C)cccc21. The product is COC(=O)CN1C(=S)C(C(C)C)Oc2c(C(C)C)cccc21. Reaction SMILES: [CH3:23][S:24][P:25]1(=[S:26])[S:27][P:28](=[S:29])([S:30][CH3:31])[S:32]1.[CH3:33][c:34]1[cH:35][cH:36][cH:37][cH:38][cH:39]1.[CH:1]([CH3:2])([CH3:3])[CH:4]1[O:5][c:6]2[c:7]([cH:16][cH:17][cH:18][c:19]2[CH:20]([CH3:21])[CH3:22])[N:8]([CH2:11][C:12](=[O:13])[O:14][CH3:15])[C:9]1=[O:10]>>[CH:1]([CH3:2])([CH3:3])[CH:4]1[O:5][c:6]2[c:7]([cH:16][cH:17][cH:18][c:19]2[CH:20]([CH3:21])[CH3:22])[N:8]([CH2:11][C:12](=[O:13])[O:14][CH3:15])[C:9]1=[S:24]. The reactants are NC=1C=CC(=C(C1)[C@]1(N=C(OC(C1(F)F)(C)C)N)C)F ((R)-4-(5-amino-2-fluoro-phenyl)-5,5-difluoro-4,6,6-trimethyl-5,6-dihydro-4H-[1,3]oxazin-2-ylamine), FC(COC=1C=CC(=NC1)C(=O)O)F (5-(2,2-difluoro-ethoxy)-pyridine-2-carboxylic acid). The product is NC=1OC(C([C@@](N1)(C)C=1C=C(C=CC1F)NC(=O)C1=NC=C(C=C1)OCC(F)F)(F)F)(C)C (5-(2,2-Difluoro-ethoxy)-pyridine-2-carboxylic acid [3-((R)-2-amino-5,5-difluoro-4,6,6-trimethyl-5,6-dihydro-4H-[1,3]oxazin-4-yl)-4-fluoro-phenyl]-amide). Reaction SMILES: [NH2:1][C:2]1[CH:3]=[CH:4][C:5]([F:20])=[C:6]([C@:8]2([CH3:19])[C:13]([F:15])([F:14])[C:12]([CH3:17])([CH3:16])[O:11][C:10]([NH2:18])=[N:9]2)[CH:7]=1.[F:21][CH:22]([F:34])[CH2:23][O:24][C:25]1[CH:26]=[CH:27][C:28]([C:31](O)=[O:32])=[N:29][CH:30]=1>>[NH2:18][C:10]1[O:11][C:12]([CH3:16])([CH3:17])[C:13]([F:14])([F:15])[C@:8]([C:6]2[CH:7]=[C:2]([NH:1][C:31]([C:28]3[CH:27]=[CH:26][C:25]([O:24][CH2:23][CH:22]([F:34])[F:21])=[CH:30][N:29]=3)=[O:32])[CH:3]=[CH:4][C:5]=2[F:20])([CH3:19])[N:9]=1. Procedure details: The condensation of (R)-4-(5-amino-2-fluoro-phenyl)-5,5-difluoro-4,6,6-trimethyl-5,6-dihydro-4H-[1,3]oxazin-2-ylamine (intermediate XI-2) and 5-(2,2-difluoro-ethoxy)-pyridine-2-carboxylic acid (CAS1097730-45-4, WO2009091016) following procedure I yielded the title compound as a white solid. MS (ISP): m/z=473.1 [M+H]+. Yields the product C(N)(=O)O[C@H]1CN(CC1)C(CSC=1[C@@H]([C@H]2N(C1C(=O)O)C([C@@H]2[C@@H](C)O)=O)C)=N ((1R,5S,6S)-2-{2-[(3R)-3-Carbamoyloxypyrrolidin-1-yl]-2-iminoethylthio}-6-[(1R)-1-hydroxyethyl]-1-methyl-1-carbapen-2-em-3-carboxylic acid). Yield: 23.2%. RXN SMILES: C(N(C(C)C)CC)(C)C.C1(P(Cl)(C2C=CC=CC=2)=O)C=CC=CC=1.[OH:25][C@@H:26]([C@H:28]1[C:49](=[O:50])[N:30]2[CH:31]([C:36]([O:38]CC3C=CC([N+]([O-])=O)=CC=3)=[O:37])[C:32](=O)[C@H:33]([CH3:34])[C@H:29]12)[CH3:27].Cl.[C:52]([O:55][C@@H:56]1[CH2:60][CH2:59][N:58]([C:61](=[NH:64])[CH2:62][SH:63])[CH2:57]1)(=[O:54])[NH2:53]>C(#N)C.CS(C)=O.O1CCCC1.P([O-])([O-])([O-])=O.[C].[Pd].CCOCC>[C:52]([O:55][C@@H:56]1[CH2:60][CH2:59][N:58]([C:61](=[NH:64])[CH2:62][S:63][C:32]2[C@H:33]([CH3:34])[C@@H:29]3[C@@H:28]([C@H:26]([OH:25])[CH3:27])[C:49](=[O:50])[N:30]3[C:31]=2[C:36]([OH:38])=[O:37])[CH2:57]1)(=[O:54])[NH2:53] |f:3.4,9.10|. The reactants are C(C)(C)N(CC)C(C)C (diisopropylethylamine), C1(=CC=CC=C1)P(=O)(C1=CC=CC=C1)Cl (diphenylphosphoryl chloride), ice, O[C@H](C)[C@@H]1[C@@H]2N(C(C([C@@H]2C)=O)C(=O)OCC2=CC=C(C=C2)[N+](=O)[O-])C1=O (4-nitrobenzyl (1R,5R,6S)-6-[(1R)-1-hydroxyethyl]-1-methyl-2-oxo-1-carbapenam-3-carboxylate), C(C)(C)N(CC)C(C)C (diisopropylethylamine), Cl.C(N)(=O)O[C@H]1CN(CC1)C(CS)=N (2-[(3R)-3-carbamoyloxypyrrolidin-1-yl]-2-iminoethylmercaptan hydrochloride). Run at time 1 hour. Procedure details: 0.28 ml of diisopropylethylamine and 0.29 ml of diphenylphosphoryl chloride were added dropwise to an ice-cooled solution of 500 mg of 4-nitrobenzyl (1R,5R,6S)-6-[(1R)-1-hydroxyethyl]-1-methyl-2-oxo-1-carbapenam-3-carboxylate in 6 ml of anhydrous acetonitrile, and then the mixture was stirred for one hour with ice-cooling. 0.20 ml of diisopropylethylamine and a solution of 458 mg of 2-[(3R)-3-carbamoyloxypyrrolidin-1-yl]-2-iminoethylmercaptan hydrochloride in 3.6 ml of dimethylsulfoxide were add... Run in C(C)#N (acetonitrile), CS(=O)C (dimethylsulfoxide), CCOCC (ether), O1CCCC1 (tetrahydrofuran), P(=O)([O-])([O-])[O-] (phosphate). The reagents and catalysts are [C].[Pd] (palladium-carbon). Reactants: [N+](=[N-])=CC (diazoethane), [N+](=[N-])=CC (diazoethane), CCOCC (ether), OC1CCC(CC1)=O (4-hydroxycyclohexanone). Reagents/catalysts: C(C)(=O)O (acetic acid). Run in C(C)O (ethanol). The product is OC1CCC(C(CC1)=O)C ((±) 5-hydroxy-2-methylcycloheptanone). Reaction SMILES: [N+](=[CH:3][CH3:4])=[N-].CCOCC.[OH:10][CH:11]1[CH2:16][CH2:15][C:14](=[O:17])[CH2:13][CH2:12]1>C(O)C.C(O)(=O)C>[OH:17][CH:14]1[CH2:13][CH2:12][C:11](=[O:10])[CH:3]([CH3:4])[CH2:16][CH2:15]1. Procedure details: To a freshly prepared solution of diazoethane in ether (~550 ml of 0.297 M =163 mmol) cooled to -10° C. and well stirred with a magnetic stirrer in an open 1 liter Erlenmeyer flask is added slowly a solution of 4-hydroxycyclohexanone (14.8 g, 13 mmol) in ethanol (150 ml) over a period of 15 minutes. The cooling bath is removed and the stirred reaction mixture is allowed to come to room temperature and stirred overnight. The excess diazoethane is discharged by adding a few drops of 10% aq. acetic... Starting materials: O=C([O-])O, CCOCC, CC(C)(C)OC(=O)Nc1c(F)ccc2c1OCCC2, [Na+], O, O=C(O)C(F)(F)F. Product: Nc1c(F)ccc2c1OCCC2. As a reaction SMILES: [C:28](=[O:29])([OH:30])[O-:31].[CH3:33][CH2:34][O:35][CH2:36][CH3:37].[F:8][c:9]1[c:10]([NH:19][C:20](=[O:21])[O:22][C:23]([CH3:24])([CH3:25])[CH3:26])[c:11]2[c:12]([cH:17][cH:18]1)[CH2:13][CH2:14][CH2:15][O:16]2.[Na+:32].[OH2:27].[OH:1][C:2]([C:3]([F:4])([F:5])[F:6])=[O:7]>>[F:8][c:9]1[c:10]([NH2:19])[c:11]2[c:12]([cH:17][cH:18]1)[CH2:13][CH2:14][CH2:15][O:16]2. Starting materials: ClC1=C2N=C(N(C2=NC(=N1)C#CC1(CCCC1)O)C)C1=CC(=CC=C1)F (1-{2-[6-Chloro-8-(3-fluorophenyl)-9-methyl-9H-2-purinyl)-1-ethynyl}-1-cyclopentanol), N (ammonia). Solvent: C(OC)COC (dimethoxyethane), C(C)(=O)OCC (ethyl acetate). Conditions: temperature 70 celsius, time 5 hour. Product: NC1=C2N=C(N(C2=NC(=N1)C#CC1(CCCC1)O)C)C1=CC(=CC=C1)F (1-{2-[6-Amino-8-(3-fluorophenyl)-9-methyl-9H-2-purinyl]-1-ethynyl}-1-cyclopentanol). Yield: 89.0%. As a reaction SMILES: Cl[C:2]1[N:10]=[C:9]([C:11]#[C:12][C:13]2([OH:18])[CH2:17][CH2:16][CH2:15][CH2:14]2)[N:8]=[C:7]2[C:3]=1[N:4]=[C:5]([C:20]1[CH:25]=[CH:24][CH:23]=[C:22]([F:26])[CH:21]=1)[N:6]2[CH3:19].[NH3:27]>C(COC)OC.C(OCC)(=O)C>[NH2:27][C:2]1[N:10]=[C:9]([C:11]#[C:12][C:13]2([OH:18])[CH2:17][CH2:16][CH2:15][CH2:14]2)[N:8]=[C:7]2[C:3]=1[N:4]=[C:5]([C:20]1[CH:25]=[CH:24][CH:23]=[C:22]([F:26])[CH:21]=1)[N:6]2[CH3:19]. Procedure details: 1-{2-[6-Chloro-8-(3-fluorophenyl)-9-methyl-9H-2-purinyl)-1-ethynyl}-1-cyclopentanol (732 g) was dissolved in 16 liters of dimethoxyethane, 8 liters of a concentrated aqueous ammonia were added and the mixture was stirred at 70° C. for 5 hours using a sealed tube reactor. After the reaction solution was cooled in room temperature, it was diluted with 20 liters of ethyl acetate and washed with water twice (8 liters and 4 liters). The organic layer was concentrated to about 15 liters and the result... Reactants: Cc1cc([N+](=O)[O-])ccc1S(=O)(=O)Cl, Nc1cc(S(=O)(=O)O)cc2cc(S(=O)(=O)O)cc(S(=O)(=O)O)c12, [Na+], [Na+], O=C([O-])[O-], O. The product is Cc1cc([N+](=O)[O-])ccc1S(=O)(=O)Nc1cc(S(=O)(=O)O)cc2cc(S(=O)(=O)O)cc(S(=O)(=O)O)c12. Reaction SMILES: [N+:30](=[O:31])([O-:32])[c:33]1[cH:34][cH:35][c:36]([S:40](=[O:41])(=[O:42])[Cl:43])[c:37]([CH3:39])[cH:38]1.[NH2:1][c:2]1[cH:3][c:4]([S:20](=[O:21])(=[O:22])[OH:23])[cH:5][c:6]2[cH:7][c:8]([S:16](=[O:17])(=[O:18])[OH:19])[cH:9][c:10]([S:12](=[O:13])(=[O:14])[OH:15])[c:11]12.[Na+:24].[Na+:25].[O-:26][C:27](=[O:28])[O-:29].[OH2:44]>>[NH:1]([c:2]1[cH:3][c:4]([S:20](=[O:21])(=[O:22])[OH:23])[cH:5][c:6]2[cH:7][c:8]([S:16](=[O:17])(=[O:18])[OH:19])[cH:9][c:10]([S:12](=[O:13])(=[O:14])[OH:15])[c:11]12)[S:40]([c:36]1[cH:35][cH:34][c:33]([N+:30](=[O:31])[O-:32])[cH:38][c:37]1[CH3:39])(=[O:41])=[O:42].